This data is from the Open Reaction Database (ORD), a public repository of structured organic reaction records. The task is: describe an organic reaction: reactants, conditions, products, and yield Starting materials: C1(=CC=C(C=C1)S(=O)(=O)[O-])C.[NH+]1=CC=CC=C1 (Pyridinium p-toluenesulfonate), O1C(CCCC1)OCCN1C(C2=C(C=C1)C=CO2)=O (6-[2-(tetrahydropyran-2-yloxy)ethyl]-6H-furo[2,3-c]pyridin-7-one), C(O)([O-])=O.[Na+] (sodium hydrogen carbonate). Solvent: CO (methanol). Reaction conditions: time 2 day. Product: OCCN1C(C2=C(C=C1)C=CO2)=O (6-(2-hydroxyethyl)-6H-furo[2,3-c]pyridin-7-one). Yield: 73.2%. RXN SMILES: C1(C)C=CC(S([O-])(=O)=O)=CC=1.[NH+]1C=CC=CC=1.O1CCCCC1[O:24][CH2:25][CH2:26][N:27]1[CH:32]=[CH:31][C:30]2[CH:33]=[CH:34][O:35][C:29]=2[C:28]1=[O:36].C(=O)([O-])O.[Na+]>CO>[OH:24][CH2:25][CH2:26][N:27]1[CH:32]=[CH:31][C:30]2[CH:33]=[CH:34][O:35][C:29]=2[C:28]1=[O:36] |f:0.1,3.4|. Procedure: Pyridinium p-toluenesulfonate (0.21 g, 0.85 mmol) was added to a methanol solution (20 ml) of 6-[2-(tetrahydropyran-2-yloxy)ethyl]-6H-furo[2,3-c]pyridin-7-one (0.45 g, 1.7 mmol), and stirred at room temperature for 2 days. An aqueous sodium hydrogen carbonate solution was added to the reaction mixture, and extracted with dichloromethane. The organic layer was dried over anhydrous sodium sulfate, and concentrated under reduced pressure. Diethyl ether was added to the residue to precipitate crysta...